From a dataset of the Open Reaction Database (ORD), a public repository of structured organic reaction records. describe an organic reaction: reactants, conditions, products, and yield Reactants: C[Si](C)(C)[N-][Si](C)(C)C.[Li+] (Lithium bis(trimethylsilyl)amide), BrC=1C=CC(=NC1)CS(=O)(=O)C (5-bromo-2-(methylsulfonylmethyl)pyridine), C1=CC=C(C=C1)S(=O)(=O)N(F)S(=O)(=O)C2=CC=CC=C2 (N-Fluorodibenzenesulfonamide). The solvent is O1CCCC1 (tetrahydrofuran), O1CCCC1 (tetrahydrofuran). Run at time 20 minute. The product is BrC=1C=CC(=NC1)C(S(=O)(=O)C)F ((±)-5-bromo-2-(fluoro(methylsulfonyl)methyl)pyridine). Yield: 45.7%. RXN SMILES: C[Si]([N-][Si](C)(C)C)(C)C.[Li+].[Br:11][C:12]1[CH:13]=[CH:14][C:15]([CH2:18][S:19]([CH3:22])(=[O:21])=[O:20])=[N:16][CH:17]=1.C1C=CC(S(N(S(C2C=CC=CC=2)(=O)=O)[F:33])(=O)=O)=CC=1>O1CCCC1>[Br:11][C:12]1[CH:13]=[CH:14][C:15]([CH:18]([F:33])[S:19]([CH3:22])(=[O:21])=[O:20])=[N:16][CH:17]=1 |f:0.1|. Procedure: Lithium bis(trimethylsilyl)amide (0.45 mL, 1M in tetrahydrofuran, 0.45 mmol) is added to a solution of commercially available 5-bromo-2-(methylsulfonylmethyl)pyridine (102 mg, 0.408 mmol) in tetrahydrofuran (5 mL) at −78° C. After 45 minutes N-Fluorodibenzenesulfonamide (156 mg) in tetrahydrofuran (10 mL) is added to the reaction mixture at −78° C. over 5 minutes. After stirring for 20 minutes the reaction is quenched with water (10 mL) and ethyl acetate(10 mL). The reaction mixture is partition... Starting materials: CCCC1CCC(C2C=Cc3c(c(F)c(F)c4cc(OCC)ccc34)O2)CC1, C1CCOC1. The product is CCCC1CCC(C2CCc3c(c(F)c(F)c4cc(OCC)ccc34)O2)CC1. As a reaction SMILES: [CH2:1]([CH3:2])[O:3][c:4]1[cH:5][c:6]2[c:7]([c:8]3[c:13]([c:14]([F:17])[c:15]2[F:16])[O:12][CH:11]([CH:18]2[CH2:19][CH2:20][CH:21]([CH2:24][CH2:25][CH3:26])[CH2:22][CH2:23]2)[CH:10]=[CH:9]3)[cH:27][cH:28]1.[CH2:29]1[O:30][CH2:31][CH2:32][CH2:33]1>>[CH2:1]([CH3:2])[O:3][c:4]1[cH:5][c:6]2[c:7]([c:8]3[c:13]([c:14]([F:17])[c:15]2[F:16])[O:12][CH:11]([CH:18]2[CH2:19][CH2:20][CH:21]([CH2:24][CH2:25][CH3:26])[CH2:22][CH2:23]2)[CH2:10][CH2:9]3)[cH:27][cH:28]1. Starting materials: C(C)(C)(C)OC(=O)N1CC2=CC=C(C=C2CC1)OC1CCC(CC1)C(C)(C)C (6-(4-tert-butyl-cyclohexyloxy)-3,4-dihydro-1H-isoquinoline-2-carboxylic acid tert-butyl ester), O1CCOCC1 (1,4-dioxane), CCOCC (ether), Cl (HCl). The product is C(C)(C)(C)C1CCC(CC1)OC=1C=C2CCNCC2=CC1 (6-(4-tert-Butyl-cyclohexyloxy)-1,2,3,4-tetrahydro-isoquinoline), Cl (HCl). The yield is 98.0%. Reaction SMILES: C(OC([N:8]1[CH2:17][CH2:16][C:15]2[C:10](=[CH:11][CH:12]=[C:13]([O:18][CH:19]3[CH2:24][CH2:23][CH:22]([C:25]([CH3:28])([CH3:27])[CH3:26])[CH2:21][CH2:20]3)[CH:14]=2)[CH2:9]1)=O)(C)(C)C.O1CCOCC1.CCOCC.[ClH:40]>>[C:25]([CH:22]1[CH2:23][CH2:24][CH:19]([O:18][C:13]2[CH:14]=[C:15]3[C:10](=[CH:11][CH:12]=2)[CH2:9][NH:8][CH2:17][CH2:16]3)[CH2:20][CH2:21]1)([CH3:28])([CH3:26])[CH3:27].[ClH:40]. Procedure: A solution of 6-(4-tert-butyl-cyclohexyloxy)-3,4-dihydro-1H-isoquinoline-2-carboxylic acid tert-butyl ester (0.89 g, 2.3 mmol) in 4 M of HCl in 1,4-dioxane (10 mL, 40 mmol) and ether (40 mL) was stirred at room temperature for 3 hrs to form white precipitate. The solid was collected by filtration to give desired product as HCl salt (0.73 g, yield: 98%). (400 MHz, DMSO) δ 7.09 (d, 1H), 6.81 (d, 1H), 6.80 (s, 1H), 4.20 (m, 1H), 4.14 (m, 2H), 3.31 (m, 2H), 2.95 (t, 2H), 2.09 (d, 2H), 1.77 (d, 2H), ... Starting materials: BrCC=1C(=CC(=NC1)F)I (5-bromomethyl-2-fluoro-4-iodo-pyridine), C[Si](C)(C)C#N (trimethylsilyl cyanide), [F-].C(CCC)[N+](CCCC)(CCCC)CCCC (tetrabutylammonium fluoride). The solvent is C(C)#N (acetonitrile), C(Cl)(Cl)Cl.C(C)(C)O (chloroform isopropyl alcohol). Reaction conditions: time 2 hour. The product is FC1=CC(=C(C=N1)CC#N)I ((6-Fluoro-4-iodo-pyridin-3-yl)-acetonitrile), solid. Yield: 96.0%. RXN SMILES: C[Si]([C:5]#[N:6])(C)C.[F-].C([N+](CCCC)(CCCC)CCCC)CCC.Br[CH2:26][C:27]1[C:28]([I:34])=[CH:29][C:30]([F:33])=[N:31][CH:32]=1>C(#N)C.C(Cl)(Cl)Cl.C(O)(C)C>[F:33][C:30]1[N:31]=[CH:32][C:27]([CH2:26][C:5]#[N:6])=[C:28]([I:34])[CH:29]=1 |f:1.2,5.6|. Procedure: Combine trimethylsilyl cyanide (297 mg, 3.0 mmol) and tetrabutylammonium fluoride (785 mg, 3.0 mmol) in 20 mL of acetonitrile under nitrogen. Add 5-bromomethyl-2-fluoro-4-iodo-pyridine (0.63 g, 2.0 mmol) to the above solution. Stir the mixture for 2 h at RT. Dilute the mixture with chloroform/IPA (3/1). Wash the solution with water and subsequently with saturated aqueous sodium chloride. Dry it over sodium sulfate. Concentrate the solution in vacuo. Purify by column chromatography (5% methanol i... Reactants: C1(CCC1)(CO)CO (cyclobutane-1,1-diyldimethanol), C(C)(C)(C)C=1C=C(C=CC1)O (3-tert-butylphenol), OC1=CC=C(C=C1)C(CC(=O)OC)C#CC (methyl 3-(4-hydroxyphenyl)hex-4-ynoate). The product is C(C)(C)(C)C=1C=C(OCC2(CCC2)COC2=CC=C(C=C2)C(CC(=O)O)C#CC)C=CC1 (3-{4-[1-(3-tert-butylphenoxymethyl)cyclobutylmethoxy]phenyl}hex-4-ynoic acid). As a reaction SMILES: [C:1]1([CH2:7][OH:8])([CH2:5][OH:6])[CH2:4][CH2:3][CH2:2]1.[C:9]([C:13]1[CH:14]=[C:15](O)[CH:16]=[CH:17][CH:18]=1)([CH3:12])([CH3:11])[CH3:10].O[C:21]1[CH:26]=[CH:25][C:24]([CH:27]([C:33]#[C:34][CH3:35])[CH2:28][C:29]([O:31]C)=[O:30])=[CH:23][CH:22]=1>>[C:9]([C:13]1[CH:14]=[C:15]([CH:16]=[CH:17][CH:18]=1)[O:6][CH2:5][C:1]1([CH2:7][O:8][C:21]2[CH:26]=[CH:25][C:24]([CH:27]([C:33]#[C:34][CH3:35])[CH2:28][C:29]([OH:31])=[O:30])=[CH:23][CH:22]=2)[CH2:4][CH2:3][CH2:2]1)([CH3:12])([CH3:11])[CH3:10]. Procedure details: Analogously to example 1, cyclobutane-1,1-diyldimethanol, 3-tert-butylphenol and methyl 3-(4-hydroxyphenyl)hex-4-ynoate were used to obtain 3-{4-[1-(3-tert-butylphenoxymethyl)cyclobutylmethoxy]phenyl}hex-4-ynoic acid. Yield: 87.7%. Procedure: A mixture of ethyl [1-benzyl-3-[6-(5-methyl-2-phenyl-4-oxazolylmethoxy)-3-pyridylmethoxy]-1H-pyrazol-4-yl]acetate (648 mg), 1 N aqueous sodium hydroxide solution (3 ml), tetrahydrofuran (6 ml) and ethanol (6 ml) was stirred at room temperature for 2 hrs. 1N Hydrochloric acid (3 ml) was added to the reaction mixture and the mixture was extracted with ethyl acetate. The ethyl acetate layer was washed with saturated brine, dried (MgSO4) and concentrated. The obtained colorless crystals were collect... RXN SMILES: [CH2:1]([N:8]1[CH:12]=[C:11]([CH2:13][C:14]([O:16]CC)=[O:15])[C:10]([O:19][CH2:20][C:21]2[CH:22]=[N:23][C:24]([O:27][CH2:28][C:29]3[N:30]=[C:31]([C:35]4[CH:40]=[CH:39][CH:38]=[CH:37][CH:36]=4)[O:32][C:33]=3[CH3:34])=[CH:25][CH:26]=2)=[N:9]1)[C:2]1[CH:7]=[CH:6][CH:5]=[CH:4][CH:3]=1.[OH-].[Na+].O1CCCC1.Cl>C(O)C>[CH2:1]([N:8]1[CH:12]=[C:11]([CH2:13][C:14]([OH:16])=[O:15])[C:10]([O:19][CH2:20][C:21]2[CH:22]=[N:23][C:24]([O:27][CH2:28][C:29]3[N:30]=[C:31]([C:35]4[CH:36]=[CH:37][CH:38]=[CH:39][CH:40]=4)[O:32][C:33]=3[CH3:34])=[CH:25][CH:26]=2)=[N:9]1)[C:2]1[CH:7]=[CH:6][CH:5]=[CH:4][CH:3]=1 |f:1.2|. Run at time 2 hour. Solvent: C(C)O (ethanol). Yields the product C(C1=CC=CC=C1)N1N=C(C(=C1)CC(=O)O)OCC=1C=NC(=CC1)OCC=1N=C(OC1C)C1=CC=CC=C1 ([1-benzyl-3-[6-(5-methyl-2-phenyl-4-oxazolylmethoxy)-3-pyridylmethoxy]-1H-pyrazol-4-yl]acetic acid). Starting materials: Cl (Hydrochloric acid), C(C1=CC=CC=C1)N1N=C(C(=C1)CC(=O)OCC)OCC=1C=NC(=CC1)OCC=1N=C(OC1C)C1=CC=CC=C1 (ethyl [1-benzyl-3-[6-(5-methyl-2-phenyl-4-oxazolylmethoxy)-3-pyridylmethoxy]-1H-pyrazol-4-yl]acetate), [OH-].[Na+] (sodium hydroxide), O1CCCC1 (tetrahydrofuran). Reported procedure: To a solution of O-(2-morpholinoethyl)hydroxylamine (600 mg, 4.1 mmol) in anhydrous toluene (6 mL) was added (R)-2-amino-7-(2-bromo-4-fluorophenyl)-4-methyl-7,8-dihydropyrido[4,3-d]pyrimidine-5(6H)-thione (0.150 g, 0.41 mmol) and mercuric acetate (II) (262 mg, 0.82 mmol). The resultant mixture was heated to 100° C. for 1 h. The reaction was allowed to cool to r.t. and filtered through a pad of Celite, rinsing with EtOAc and CH3OH. The filtrate was concentrated to provide a yellow-green oil, whic... Solvent: C1(=CC=CC=C1)C (toluene). Reaction SMILES: [O:1]1[CH2:6][CH2:5][N:4]([CH2:7][CH2:8][O:9][NH2:10])[CH2:3][CH2:2]1.[NH2:11][C:12]1[N:13]=[C:14]([CH3:31])[C:15]2[C:21](=S)[NH:20][C@@H:19]([C:23]3[CH:28]=[CH:27][C:26]([F:29])=[CH:25][C:24]=3[Br:30])[CH2:18][C:16]=2[N:17]=1>C1(C)C=CC=CC=1>[O:1]1[CH2:6][CH2:5][N:4]([CH2:7][CH2:8][O:9]/[N:10]=[C:21]2\[NH:20][C@@H:19]([C:23]3[CH:28]=[CH:27][C:26]([F:29])=[CH:25][C:24]=3[Br:30])[CH2:18][C:16]3[N:17]=[C:12]([NH2:11])[N:13]=[C:14]([CH3:31])[C:15]\2=3)[CH2:3][CH2:2]1. Reactants: O1CCN(CC1)CCON (O-(2-morpholinoethyl)hydroxylamine), NC=1N=C(C2=C(N1)C[C@@H](NC2=S)C2=C(C=C(C=C2)F)Br)C ((R)-2-amino-7-(2-bromo-4-fluorophenyl)-4-methyl-7,8-dihydropyrido[4,3-d]pyrimidine-5(6H)-thione), mercuric acetate, resultant mixture. Yields the product O1CCN(CC1)CCO\N=C\1/N[C@H](CC=2N=C(N=C(C21)C)N)C2=C(C=C(C=C2)F)Br ((R,Z)-2-amino-7-(2-bromo-4-fluorophenyl)-4-methyl-7,8-dihydropyrido[4,3-d]pyrimidin-5(6H)-one O-2-morpholinoethyl oxime). The yield is 100.0%. Reactants: CC=1C=2N(C=CN1)C=CC2 (1-methylpyrrolo[1,2-a]pyrazine), [OH-].[Na+] (sodium hydroxide), C([O-])(O)=O.[Na+] (sodium bicarbonate), ice water, C=O (formalin). Run in O (water), Cl (hydrochloric acid). Reaction conditions: temperature 70 celsius, time 40 minute. Product: OCC1=CC=C2N1C=CN=C2C (6-hydroxymethyl-1-methylpyrrolo[1,2-a]pyrazine). Isolated yield 48.9%. Reaction SMILES: [CH3:1][C:2]1[C:3]2[N:4]([CH:8]=[CH:9][CH:10]=2)[CH:5]=[CH:6][N:7]=1.C=O.[OH-].[Na+].[C:15](=O)(O)[O-:16].[Na+]>O.Cl>[OH:16][CH2:15][C:8]1[N:4]2[CH:5]=[CH:6][N:7]=[C:2]([CH3:1])[C:3]2=[CH:10][CH:9]=1 |f:2.3,4.5|. Procedure details: 3 g (22.7 mmol) of 1-methylpyrrolo[1,2-a]pyrazine prepared in Preparation Example 2 was dissolved in water (15 ml)/concentrated hydrochloric acid (35 ml) mixture while cooling with ice-water. The resulting solution was heated to 70° C.; and 60 ml of formalin was added dropwise thereto over 40 minutes. The resulting solution was stirred at 75° C. for 30 minutes, cooled to 0° C. and then neutralized to pH8.0 with sodium hydroxide and sodium bicarbonate. The reaction mixture was extracted with ethy... The reactants are O=C([O-])[O-], CO, CCCCOC(=O)Cc1c[nH]c2cc(Cl)c(Cl)cc12, [K+], [K+], O. Yields the product O=C(O)Cc1c[nH]c2cc(Cl)c(Cl)cc12. Reaction SMILES: [C:1](=[O:2])([O-:3])[O-:4].[CH3:27][OH:28].[Cl:7][c:8]1[cH:9][c:10]2[c:11]([CH2:18][C:19](=[O:20])[O:21][CH2:22][CH2:23][CH2:24][CH3:25])[cH:12][nH:13][c:14]2[cH:15][c:16]1[Cl:17].[K+:5].[K+:6].[OH2:26]>>[Cl:7][c:8]1[cH:9][c:10]2[c:11]([CH2:18][C:19](=[O:20])[OH:21])[cH:12][nH:13][c:14]2[cH:15][c:16]1[Cl:17].